describe an organic reaction: reactants, conditions, products, and yield From a dataset of the Open Reaction Database (ORD), a public repository of structured organic reaction records. Reactants: Cc1ccnc(S(C)(=O)=O)n1, NC1CCCc2c1[nH]c1ccc(Cl)cc21. Yields the product Cc1ccnc(NC2CCCc3c2[nH]c2ccc(Cl)cc32)n1. Reaction SMILES: [CH3:16][c:17]1[n:18][c:19]([S:23]([CH3:24])(=[O:25])=[O:26])[n:20][cH:21][cH:22]1.[Cl:1][c:2]1[cH:3][c:4]2[c:5]3[c:10]([nH:11][c:12]2[cH:13][cH:14]1)[CH:9]([NH2:15])[CH2:8][CH2:7][CH2:6]3>>[Cl:1][c:2]1[cH:3][c:4]2[c:5]3[c:10]([nH:11][c:12]2[cH:13][cH:14]1)[CH:9]([NH:15][c:19]1[n:18][c:17]([CH3:16])[cH:22][cH:21][n:20]1)[CH2:8][CH2:7][CH2:6]3. Reactants: ClC=1C=C(C=CC1F)C1=NC(=NC(=C1)N1CCNCC1)N1CCN(CC1)CCC (4-(3-chloro-4-fluoro-phenyl)-6-piperazin-1-yl-2-(4-propyl-piperazin-1-yl)-pyrimidine), ClC1=NC=C(C=C1C)[N+](=O)[O-] (2-chloro-3-methyl-5-nitro-pyridine), CCN(C(C)C)C(C)C (DIEA). The solvent is CC(=O)N(C)C (DMA). Yields the product ClC=1C=C(C=CC1F)C1=CC(=NC(=N1)N1CCN(CC1)CCC)N1CCC(CC1)C1=NC=C(C=C1C)[N+](=O)[O-] (1′-[6-(3-Chloro-4-fluoro-phenyl)-2-(4-propyl-piperazin-1-yl)-pyrimidin-4-yl]-3-methyl-5-nitro-1′,2′,3′,4′,5′,6′-hexahydro-[2,4′]bipyridinyl). Reaction SMILES: [Cl:1][C:2]1[CH:3]=[C:4]([C:9]2[CH:14]=[C:13]([N:15]3[CH2:20][CH2:19]N[CH2:17][CH2:16]3)[N:12]=[C:11]([N:21]3[CH2:26][CH2:25][N:24]([CH2:27][CH2:28][CH3:29])[CH2:23][CH2:22]3)[N:10]=2)[CH:5]=[CH:6][C:7]=1[F:8].Cl[C:31]1[C:36]([CH3:37])=[CH:35][C:34]([N+:38]([O-:40])=[O:39])=[CH:33][N:32]=1.[CH3:41]CN(C(C)C)C(C)C>CC(N(C)C)=O>[Cl:1][C:2]1[CH:3]=[C:4]([C:9]2[N:10]=[C:11]([N:21]3[CH2:22][CH2:23][N:24]([CH2:27][CH2:28][CH3:29])[CH2:25][CH2:26]3)[N:12]=[C:13]([N:15]3[CH2:16][CH2:17][CH:41]([C:31]4[C:36]([CH3:37])=[CH:35][C:34]([N+:38]([O-:40])=[O:39])=[CH:33][N:32]=4)[CH2:19][CH2:20]3)[CH:14]=2)[CH:5]=[CH:6][C:7]=1[F:8]. Procedure: Heat a mixture of 4-(3-chloro-4-fluoro-phenyl)-6-piperazin-1-yl-2-(4-propyl-piperazin-1-yl)-pyrimidine (300 mg, 0.72 mmol), 2-chloro-3-methyl-5-nitro-pyridine (149 mg, 0.86 mmol) and DIEA (186 mg, 1.44 mmol) in DMA (4 mL) for 16 h at 110° C. Cool, partition between 10% NaOH and EtOAc and wash the organic layer with additional NaOH solution (3×). Dry the organic layer (Na2SO4) and concentrate under reduced pressure to afford the title compound. The reactants are COC1=CC=C(C=C1)C(C)N (4-methoxy-1-phenylethylamine), CN1CCCCC1 (N-methylpiperidine), C(C)(C)(C)OC(=O)N[C@@H](C(C)C)C(=O)O (t-butoxycarbonyl-L-valine), ClC(=O)OCC(C)C (isobutyl chloroformate). Run in C(Cl)Cl (CH2Cl2). Reaction conditions: temperature -60 celsius, time 10 minute. The product is COC1=CC=C(C=C1)C(C)NC([C@@H](NC(=O)OC(C)(C)C)C(C)C)=O (N-(t-butoxycarbonyl)-L-valine 4-methoxy-1-phenylethylamide). Isolated yield 217.1%. As a reaction SMILES: CN1CCCCC1.[C:8]([O:12][C:13]([NH:15][C@H:16]([C:20]([OH:22])=O)[CH:17]([CH3:19])[CH3:18])=[O:14])([CH3:11])([CH3:10])[CH3:9].ClC(OCC(C)C)=O.[CH3:31][O:32][C:33]1[CH:38]=[CH:37][C:36]([CH:39]([NH2:41])[CH3:40])=[CH:35][CH:34]=1>C(Cl)Cl>[CH3:31][O:32][C:33]1[CH:38]=[CH:37][C:36]([CH:39]([NH:41][C:20](=[O:22])[C@H:16]([CH:17]([CH3:18])[CH3:19])[NH:15][C:13]([O:12][C:8]([CH3:9])([CH3:10])[CH3:11])=[O:14])[CH3:40])=[CH:35][CH:34]=1. Procedure details: 2.3 g (0.023 mol) of N-methylpiperidine are added to 5.0 g of t-butoxycarbonyl-L-valine (0.023 mol), dissolved in 50 ml of CH2Cl2, at -20° C. 3.2 g (0.023 mol) of isobutyl chloroformate are then rapidly added dropwise at -20° C., the mixture is subsequently stirred at the same temperature for 10 minutes and cooled to -60° C. and 3.5 g (0.023 mol) of 4-methoxy-1-phenylethylamine are allowed to run in, the temperature being kept below -15° C. After 2 hours at -15° C., the mixture is subsequently s... Starting materials: COC(=O)C1=CC=C(C=C1)C1=C(C=C(C=C1)F)F (2′,4′-difluoro-biphenyl-4-carboxylic acid methyl ester), [OH-].[Na+] (NaOH). Run in O (water). Reaction conditions: temperature 40 celsius, time 3 day. The product is FC1=C(C=CC(=C1)F)C1=CC=C(C=C1)C(=O)O (2′,4′-Difluoro-biphenyl-4-carboxylic Acid). The yield is 92.8%. Reaction SMILES: C[O:2][C:3]([C:5]1[CH:10]=[CH:9][C:8]([C:11]2[CH:16]=[CH:15][C:14]([F:17])=[CH:13][C:12]=2[F:18])=[CH:7][CH:6]=1)=[O:4].[OH-].[Na+]>O>[F:18][C:12]1[CH:13]=[C:14]([F:17])[CH:15]=[CH:16][C:11]=1[C:8]1[CH:9]=[CH:10][C:5]([C:3]([OH:4])=[O:2])=[CH:6][CH:7]=1 |f:1.2|. Procedure details: Dissolve 2′,4′-difluoro-biphenyl-4-carboxylic acid methyl ester (0.426 g, 1.716 mmol) in THP (5 mL) and add a solution of NaOH (0.164 g, 4.12 mmol) in water (5.0 mL). Stir the mixture for 3 d at 40° C. Concentrate in vacuo to remove THF, add 1.0M HCl until pH 2, adsorb the mixture onto silica gel, and subject the mixture to flash column chromatography (40 g column, eluting with 50% ethyl acetate/n-hexane to 100% ethyl acetate) to yield the desired-product (0.373 g, 93%). mass spectrum (m/e): 233... The reactants are CC(C)(C)P(C(C)(C)C)C(C)(C)C, O=C([O-])[O-], CCCC[Sn](CCCC)(CCCC)c1ccccn1, C1COCCO1, O=C1OC2(CCN(C(=O)C3(c4ccc(Cl)cc4F)CC3)C2)c2ccccc21, [Cs+], [Cs+], O=C(C=Cc1ccccc1)C=Cc1ccccc1, O=C(C=Cc1ccccc1)C=Cc1ccccc1, O=C(C=Cc1ccccc1)C=Cc1ccccc1, [Pd], [Pd]. The product is O=C1OC2(CCN(C(=O)C3(c4ccc(-c5ccccn5)cc4F)CC3)C2)c2ccccc21. Reaction SMILES: [C:47]([P:48]([C:49]([CH3:50])([CH3:51])[CH3:52])[C:53]([CH3:54])([CH3:55])[CH3:56])([CH3:57])([CH3:58])[CH3:59].[C:60](=[O:61])([O-:62])[O-:63].[CH2:28]([Sn:29]([CH2:30][CH2:31][CH2:32][CH3:39])([c:33]1[n:34][cH:35][cH:36][cH:37][cH:38]1)[CH2:40][CH2:41][CH2:42][CH3:43])[CH2:44][CH2:45][CH3:46].[CH2:66]1[O:67][CH2:68][CH2:69][O:70][CH2:71]1.[Cl:1][c:2]1[cH:3][c:4]([F:27])[c:5]([C:8]2([C:11](=[O:12])[N:13]3[CH2:14][C:15]4([O:16][C:17](=[O:24])[c:18]5[c:19]4[cH:20][cH:21][cH:22][cH:23]5)[CH2:25][CH2:26]3)[CH2:9][CH2:10]2)[cH:6][cH:7]1.[Cs+:64].[Cs+:65].[O:110]=[C:111]([CH:112]=[CH:113][c:114]1[cH:115][cH:116][cH:117][cH:118][cH:119]1)[CH:120]=[CH:121][c:122]1[cH:123][cH:124][cH:125][cH:126][cH:127]1.[O:74]=[C:75]([CH:76]=[CH:77][c:78]1[cH:79][cH:80][cH:81][cH:82][cH:83]1)[CH:84]=[CH:85][c:86]1[cH:87][cH:88][cH:89][cH:90][cH:91]1.[O:92]=[C:93]([CH:94]=[CH:95][c:96]1[cH:97][cH:98][cH:99][cH:100][cH:101]1)[CH:102]=[CH:103][c:104]1[cH:105][cH:106][cH:107][cH:108][cH:109]1.[Pd:72].[Pd:73]>>[c:2]1(-[c:33]2[n:34][cH:35][cH:36][cH:37][cH:38]2)[cH:3][c:4]([F:27])[c:5]([C:8]2([C:11](=[O:12])[N:13]3[CH2:14][C:15]4([O:16][C:17](=[O:24])[c:18]5[c:19]4[cH:20][cH:21][cH:22][cH:23]5)[CH2:25][CH2:26]3)[CH2:9][CH2:10]2)[cH:6][cH:7]1. The reactants are [BH3-]C#N, CC12CCC3C(CCC4CCCCC43C)C1CCC2N, CC(=O)O, CO, O=Cc1ccc(Cl)cc1, [Na+], C1CCOC1. Product: CC12CCCCC1CCC1C2CCC2(C)C(NCc3ccc(Cl)cc3)CCC12. Reaction SMILES: [C:34]([BH3-:35])#[N:36].[CH3:10][C:11]12[CH:12]([NH2:29])[CH2:13][CH2:14][CH:15]1[CH:16]1[CH2:17][CH2:18][CH:19]3[CH2:20][CH2:21][CH2:22][CH2:23][C:24]3([CH3:25])[CH:26]1[CH2:27][CH2:28]2.[CH3:30][C:31](=[O:32])[OH:33].[CH3:38][OH:39].[Cl:1][c:2]1[cH:3][cH:4][c:5]([CH:6]=[O:7])[cH:8][cH:9]1.[Na+:37].[O:40]1[CH2:41][CH2:42][CH2:43][CH2:44]1>>[Cl:1][c:2]1[cH:3][cH:4][c:5]([CH2:6][NH:29][CH:12]2[C:11]3([CH3:10])[CH:15]([CH2:14][CH2:13]2)[CH:16]2[CH2:17][CH2:18][CH:19]4[CH2:20][CH2:21][CH2:22][CH2:23][C:24]4([CH3:25])[CH:26]2[CH2:27][CH2:28]3)[cH:8][cH:9]1.